Dataset: the Open Reaction Database (ORD), a public repository of structured organic reaction records. Task: describe an organic reaction: reactants, conditions, products, and yield The reactants are [O-]CC.[Na+] (sodium ethoxide), CC(C)(C)C1=C(C(=CC(=C1)S)C(C)(C)C)O (2,6-bis(1,1-dimethylethyl)-4-mercaptophenol), O (Water), ClCCCCC (1-chloropentane). Run in C(C)O (ethanol). Run at time 1 hour. Product: CC(C)(C)C1=C(C(=CC(=C1)SCCCCC)C(C)(C)C)O (2,6-bis(1,1-dimethylethyl)-4-(pentylthio)phenol). As a reaction SMILES: [O-]CC.[Na+].[CH3:5][C:6]([C:9]1[CH:14]=[C:13]([SH:15])[CH:12]=[C:11]([C:16]([CH3:19])([CH3:18])[CH3:17])[C:10]=1[OH:20])([CH3:8])[CH3:7].Cl[CH2:22][CH2:23][CH2:24][CH2:25][CH3:26].O>C(O)C>[CH3:17][C:16]([C:11]1[CH:12]=[C:13]([S:15][CH2:22][CH2:23][CH2:24][CH2:25][CH3:26])[CH:14]=[C:9]([C:6]([CH3:5])([CH3:7])[CH3:8])[C:10]=1[OH:20])([CH3:19])[CH3:18] |f:0.1|. Procedure details: To a solution of freshly prepared sodium ethoxide (ca. 17 mmole) in ethanol (12 ml) was added with stirring 2,6-bis(1,1-dimethylethyl)-4-mercaptophenol (4.0 g, 17 mmole). After one hour, 1-chloropentane (4 ml, ca. 34 mmole) was added and the reaction mixture was stirred at room temperature for 20 hours. Water was added, and the mixture was extracted with diethyl ether. The ether layer was dried over magnesium sulfate, filtered, and concentrated in vacuo to an oil. Chromatography on silica gel an... The reactants are rust, N1(CCCCC1)CCO (1-piperidineethanol), C1COCCOCCOCCOCCOCCO1 (18-crown-6), ClC1=NC=C(C(=C1)N[C@H]1CC[C@H](CC1)C(=O)NC(C)C)[N+](=O)[O-] (cis-4-(2-chloro-5-nitropyridin-4-ylamino)-N-isopropylcyclohexanecarboxamide), C([O-])([O-])=O.[Cs+].[Cs+] (cesium carbonate). Run in CO (MeOH), C1(=CC=CC=C1)C (toluene). Run at temperature 75 celsius. Yields the product [NH4+].[OH-] (NH4OH), C(C)(C)NC(=O)[C@@H]1CC[C@@H](CC1)NC1=CC(=NC=C1[N+](=O)[O-])OCCN1CCCCC1 (cis-N-isopropyl-4-(5-nitro-2-(2-(piperidin-1-yl)ethoxy)pyridin-4-ylamino)cyclohexanecarboxamide). Yield: 84.9%. As a reaction SMILES: [N:1]1([CH2:7][CH2:8][OH:9])[CH2:6][CH2:5][CH2:4][CH2:3][CH2:2]1.C1OCCOCCOCCOCCOCCOC1.Cl[C:29]1[CH:34]=[C:33]([NH:35][C@@H:36]2[CH2:41][CH2:40][C@H:39]([C:42]([NH:44][CH:45]([CH3:47])[CH3:46])=[O:43])[CH2:38][CH2:37]2)[C:32]([N+:48]([O-:50])=[O:49])=[CH:31][N:30]=1.C(=O)([O-])[O-].[Cs+].[Cs+]>CO.C1(C)C=CC=CC=1>[NH4+:1].[OH-:9].[CH:45]([NH:44][C:42]([C@H:39]1[CH2:38][CH2:37][C@@H:36]([NH:35][C:33]2[C:32]([N+:48]([O-:50])=[O:49])=[CH:31][N:30]=[C:29]([O:9][CH2:8][CH2:7][N:1]3[CH2:6][CH2:5][CH2:4][CH2:3][CH2:2]3)[CH:34]=2)[CH2:41][CH2:40]1)=[O:43])([CH3:47])[CH3:46] |f:3.4.5,8.9|. Procedure details: A round-bottom flask under nitrogen was charged with 1-piperidineethanol (19.34 mL, 147 mmol), 18-crown-6 (11.63 g, 44.0 mmol), cis-4-(2-chloro-5-nitropyridin-4-ylamino)-N-isopropylcyclohexanecarboxamide (10.00 g, 29.3 mmol), cesium carbonate (28.7 g, 88 mmol) and toluene (196 mL). The reaction mixture was purged with nitrogen and heated at 75° C. for 12 hours. The reaction mixture was diluted with EtOAc, and washed with brine, followed by saturated NH4Cl (aq). The aqueous layers were back-extra...